Dataset: the Open Reaction Database (ORD), a public repository of structured organic reaction records. Task: describe an organic reaction: reactants, conditions, products, and yield Starting materials: ClC(Cl)Cl, O=C(OO)c1cccc(Cl)c1, O=C1Cc2cccc(Sc3ccc(Cl)cc3)c2N1. The product is O=C1Cc2cccc(S(=O)c3ccc(Cl)cc3)c2N1. Reaction SMILES: [CH:30]([Cl:31])([Cl:32])[Cl:33].[Cl:19][c:20]1[cH:21][cH:22][cH:23][c:24]([C:25]([O:26][OH:28])=[O:27])[cH:29]1.[O:1]=[C:2]1[NH:3][c:4]2[c:5]([S:11][c:12]3[cH:13][cH:14][c:15]([Cl:18])[cH:16][cH:17]3)[cH:6][cH:7][cH:8][c:9]2[CH2:10]1>>[O:1]=[C:2]1[NH:3][c:4]2[c:5]([S:11]([c:12]3[cH:13][cH:14][c:15]([Cl:18])[cH:16][cH:17]3)=[O:27])[cH:6][cH:7][cH:8][c:9]2[CH2:10]1. Starting materials: CCO, N#CCc1cc(C2OC(COCc3ccccc3)C(OCc3ccccc3)C(OCc3ccccc3)C2OCc2ccccc2)ccc1Cl, Cl, [Na+], [OH-], O. The product is O=C(O)Cc1cc(C2OC(COCc3ccccc3)C(OCc3ccccc3)C(OCc3ccccc3)C2OCc2ccccc2)ccc1Cl. As a reaction SMILES: [CH3:54][CH2:55][OH:56].[Cl:1][c:2]1[c:3]([CH2:47][C:48]#[N:49])[cH:4][c:5]([CH:8]2[O:9][CH:10]([CH2:38][O:39][CH2:40][c:41]3[cH:42][cH:43][cH:44][cH:45][cH:46]3)[CH:11]([O:30][CH2:31][c:32]3[cH:33][cH:34][cH:35][cH:36][cH:37]3)[CH:12]([O:22][CH2:23][c:24]3[cH:25][cH:26][cH:27][cH:28][cH:29]3)[CH:13]2[O:14][CH2:15][c:16]2[cH:17][cH:18][cH:19][cH:20][cH:21]2)[cH:6][cH:7]1.[ClH:52].[Na+:51].[OH-:50].[OH2:53]>>[Cl:1][c:2]1[c:3]([CH2:47][C:48](=[O:50])[OH:53])[cH:4][c:5]([CH:8]2[O:9][CH:10]([CH2:38][O:39][CH2:40][c:41]3[cH:42][cH:43][cH:44][cH:45][cH:46]3)[CH:11]([O:30][CH2:31][c:32]3[cH:33][cH:34][cH:35][cH:36][cH:37]3)[CH:12]([O:22][CH2:23][c:24]3[cH:25][cH:26][cH:27][cH:28][cH:29]3)[CH:13]2[O:14][CH2:15][c:16]2[cH:17][cH:18][cH:19][cH:20][cH:21]2)[cH:6][cH:7]1. The reactants are C(CCC)[Li] (n-butyl lithium), C(C)(C)NC(C)C (diisopropylamine), C1CCOC1 (THF), C1CCOC1 (THF), C1(CCCC1)C(=O)C1N(CCNC1)C1=CC=C(C=C1)C (cyclopentanecarbonyl 4-(methyl)phenyl piperazine), C1CCOC1 (THF), C=O (paraformaldehyde), C1CCOC1 (THF). Conditions: temperature 0 celsius, time 30 minute. Product: OCC1(CCCC1)C(=O)N1CCN(CC1)C1=CC=C(C=C1)C ((1-hydroxymethyl-cyclopentyl)-(4-(4-methylphenyl)piperazin-1-yl)-methanone). Isolated yield 64.0%. RXN SMILES: C([Li])C[CH2:3][CH3:4].C(NC(C)C)(C)C.C1(C([CH:20]2[CH2:25][NH:24][CH2:23][CH2:22][N:21]2[C:26]2[CH:31]=[CH:30][C:29]([CH3:32])=[CH:28][CH:27]=2)=O)CCCC1.[CH2:33]=[O:34].[CH2:35]1[CH2:39][O:38][CH2:37][CH2:36]1>>[OH:34][CH2:33][C:36]1([C:37]([N:24]2[CH2:25][CH2:20][N:21]([C:26]3[CH:27]=[CH:28][C:29]([CH3:32])=[CH:30][CH:31]=3)[CH2:22][CH2:23]2)=[O:38])[CH2:4][CH2:3][CH2:39][CH2:35]1. Procedure details: A 1.6 M n-butyl lithium solution in THF (15 mL, 24 mmol) was added drop-wise to a solution of diisopropylamine (4.0 mL, 28.6 mmol) in THF (100 mL) under argon at 0° C. The reaction mixture was stirred at 0° C. for 30 minutes and then cooled to −78° C. and a solution of cyclopentanecarbonyl 4-(methyl)phenyl piperazine (2.97 g, 10.9 mmol) in THF (10 mL) was added over 10 minutes. The reaction mixture was stirred at −78° C. for 5 hours and then a suspension of paraformaldehyde (0.90 g, 30 mmol) in ... Starting materials: CO, CC1(C)OB(c2ccc(N)c([N+](=O)[O-])c2)OC1(C)C. Product: CC1(C)OB(c2ccc(N)c(N)c2)OC1(C)C. RXN SMILES: [CH3:20][OH:21].[N+:1]([O-:2])(=[O:3])[c:4]1[c:5]([NH2:6])[cH:7][cH:8][c:9]([B:11]2[O:12][C:13]([CH3:18])([CH3:19])[C:14]([CH3:16])([CH3:17])[O:15]2)[cH:10]1>>[NH2:1][c:4]1[c:5]([NH2:6])[cH:7][cH:8][c:9]([B:11]2[O:12][C:13]([CH3:18])([CH3:19])[C:14]([CH3:16])([CH3:17])[O:15]2)[cH:10]1. Reactants: CCC(=O)C(C)(C)C, CC(C)(C)OC(=O)NN, CC(=O)O, CO. Product: CCC(=NNC(=O)OC(C)(C)C)C(C)(C)C. As a reaction SMILES: [C:1]([CH3:2])([CH3:3])([CH3:4])[C:5](=[O:6])[CH2:7][CH3:8].[C:9]([CH3:10])([CH3:11])([CH3:12])[O:13][C:14]([NH:15][NH2:16])=[O:17].[CH3:18][C:19](=[O:20])[OH:21].[CH3:22][OH:23]>>[C:1]([CH3:2])([CH3:3])([CH3:4])[C:5]([CH2:7][CH3:8])=[N:16][NH:15][C:14]([O:13][C:9]([CH3:10])([CH3:11])[CH3:12])=[O:17]. Reactants: C(C)(C)(C)OC(=O)N[C@@H]1CC[C@@H](CC1)NC1=C2C(=CN=CC2=CC=C1)C (cis-N-(tert-butoxycarbonyl)-N′-(4-methyl-5-isoquinolyl)-1,4-cyclohexanediamine), Cl.CO (hydrogen chloride methanol). Product: Cl.CC1=CN=CC2=CC=CC(=C12)N[C@@H]1CC[C@@H](CC1)N (cis-N-(4-methyl-5-isoquinolyl)-1,4-cyclohexanediamine hydrochloride). Reaction SMILES: C(OC([NH:8][C@H:9]1[CH2:14][CH2:13][C@@H:12]([NH:15][C:16]2[CH:25]=[CH:24][CH:23]=[C:22]3[C:17]=2[C:18]([CH3:26])=[CH:19][N:20]=[CH:21]3)[CH2:11][CH2:10]1)=O)(C)(C)C.[ClH:27].CO>>[ClH:27].[CH3:26][C:18]1[C:17]2[C:22](=[CH:23][CH:24]=[CH:25][C:16]=2[NH:15][C@H:12]2[CH2:13][CH2:14][C@@H:9]([NH2:8])[CH2:10][CH2:11]2)[CH:21]=[N:20][CH:19]=1 |f:1.2,3.4|. Procedure details: According to the method of Example 1, Step C, deprotection was performed (room temperature, 2 hours) by using Intermediate 94 (35.8 mg) and 10% hydrogen chloride/methanol solution (2 ml). The solvent was evaporated under reduced pressure, and the residue was added with methanol (0.5 ml) and diethyl ether (1.5 ml). The deposited precipitates were collected by filtration and washed with diethyl ether to obtain the title compound (30.3 mg) as light yellow powdery solid. The reactants are OC=1C=C(C(=O)OC)C=CC1 (methyl 3-hydroxybenzoate), [H-].[Na+] (NaH), C(C1=CC=CC=C1)Br (benzyl bromide). The solvent is CN(C)C=O (DMF). Reaction conditions: time 15 minute. Yields the product C(C1=CC=CC=C1)OC=1C=C(C(=O)OC)C=CC1 (methyl 3-benzyloxybenzoate). Yield: 63.8%. Reaction SMILES: [H-].[Na+].[OH:3][C:4]1[CH:5]=[C:6]([CH:11]=[CH:12][CH:13]=1)[C:7]([O:9][CH3:10])=[O:8].[CH2:14](Br)[C:15]1[CH:20]=[CH:19][CH:18]=[CH:17][CH:16]=1>CN(C=O)C>[CH2:14]([O:3][C:4]1[CH:5]=[C:6]([CH:11]=[CH:12][CH:13]=1)[C:7]([O:9][CH3:10])=[O:8])[C:15]1[CH:20]=[CH:19][CH:18]=[CH:17][CH:16]=1 |f:0.1|. Procedure details: To a suspension of NaH (0.395 g, 9.87 mmol, 60% in mineral oil) in DMF (20 mL) was added methyl 3-hydroxybenzoate (1.0 g, 6.58 mmol). After stirring for 15 min at room temperature, benzyl bromide (1.1 g, 6.58 mmol) was added. After stirring at room temperature for 3 h, the solution was partitioned between ethyl acetate and water. The organic layer was washed with water (2×75 mL), saturated aqueous sodium bicarbonate, and brine, then dried (MgSO4), filtered and concentrated to yield an off-white ...